Dataset: the Open Reaction Database (ORD), a public repository of structured organic reaction records. Task: describe an organic reaction: reactants, conditions, products, and yield Starting materials: C(C)(=O)OCC (ethyl acetate), C1(=CC=CC=C1)C=1C=CC2=C(C=C(O2)COC(NC2=C(C=C(C=C2)C2=CC=CC=C2)C#N)=O)C1 ((3-cyano-biphenyl-4-yl)-carbamic acid-5-phenyl-benzofuran-2-yl-methylester), [N-]=[N+]=[N-].[Na+] (sodium azide), [Cl-].[NH4+] (ammonium chloride). Solvent: CN(C)C=O (DMF). Reaction conditions: temperature 90 celsius. Yields the product C1(=CC=CC=C1)C=1C=CC2=C(C=C(O2)COC(N)=O)C1 (carbamic acid 5-phenyl-benzofuran-2-ylmethyl ester). Reaction SMILES: [C:1]1([C:7]2[CH:8]=[CH:9][C:10]3[O:14][C:13]([CH2:15][O:16][C:17](=[O:33])[NH:18]C4C=CC(C5C=CC=CC=5)=CC=4C#N)=[CH:12][C:11]=3[CH:34]=2)[CH:6]=[CH:5][CH:4]=[CH:3][CH:2]=1.[N-]=[N+]=[N-].[Na+].[Cl-].[NH4+].C(OCC)(=O)C>CN(C=O)C>[C:1]1([C:7]2[CH:8]=[CH:9][C:10]3[O:14][C:13]([CH2:15][O:16][C:17](=[O:33])[NH2:18])=[CH:12][C:11]=3[CH:34]=2)[CH:2]=[CH:3][CH:4]=[CH:5][CH:6]=1 |f:1.2,3.4|. Procedure details: A mixture of (3-cyano-biphenyl-4-yl)-carbamic acid-5-phenyl-benzofuran-2-yl-methylester (0.40 g, 0.90 mmol), sodium azide (0.117 g, 1.80 mmol) and ammonium chloride (0.096 g, 1.80 mmol) in 3 mL DMF was heated to 90° C. under a nitrogen atmosphere for 20 h. The mixture was cooled to room temperature, ethyl acetate was added and the solution was washed with 1M HCl, followed by water, dried and concentrated to dryness. Purification by chromatography gave 72 mg of 3-(1H-tetrazol-5-yl)-biphenyl-4-yl]... Reactants: C(C)(=O)C(C(=O)OCC)CC(C)C (ethyl 2-acetyl-4-methylpentanoate), BrBr (bromine). Procedure: A solution comprised of ethyl 2-acetyl-4-methylpentanoate (1.86 gm, 10 mmol) in chloroform (20 mL) was cooled to 0° C. and treated with bromine (0.6 mL, 11.0 mmol in 10 mL chloroform). The mixture was stirred for approximately 12 hours and then concentrated to provide ethyl 2-bromoacetyl-4-methylpentanoate as a crude product. Conditions: temperature 0 celsius, time 12 hour. Reaction SMILES: [C:1]([CH:4]([CH2:10][CH:11]([CH3:13])[CH3:12])[C:5]([O:7][CH2:8][CH3:9])=[O:6])(=[O:3])[CH3:2].[Br:14]Br>C(Cl)(Cl)Cl>[Br:14][CH2:2][C:1]([CH:4]([CH2:10][CH:11]([CH3:12])[CH3:13])[C:5]([O:7][CH2:8][CH3:9])=[O:6])=[O:3]. Solvent: C(Cl)(Cl)Cl (chloroform). The product is BrCC(=O)C(C(=O)OCC)CC(C)C (ethyl 2-bromoacetyl-4-methylpentanoate), crude product.